Dataset: the Open Reaction Database (ORD), a public repository of structured organic reaction records. Task: describe an organic reaction: reactants, conditions, products, and yield Starting materials: CCCC(Oc1ccccc1Br)C(=O)O, O=S(Cl)Cl. Product: CCCC(Oc1ccccc1Br)C(=O)O, [Cl-]. RXN SMILES: [Br:1][c:2]1[c:3]([O:4][CH:5]([C:6](=[O:7])[OH:8])[CH2:9][CH2:10][CH3:11])[cH:12][cH:13][cH:14][cH:15]1.[S:16]([Cl:17])([Cl:18])=[O:19]>>[Br:1][c:2]1[c:3]([O:4][CH:5]([C:6](=[O:7])[OH:8])[CH2:9][CH2:10][CH3:11])[cH:12][cH:13][cH:14][cH:15]1.[Cl-:18]. Reaction SMILES: [H-].[Na+].[F:3][C:4]1[C:13]([N:14]2[N+:18]([O-:19])=[C:17]3[CH2:20][CH2:21][CH2:22][CH2:23][C:16]3=[N:15]2)=[CH:12][C:7]2[NH:8][C:9](=[O:11])[S:10][C:6]=2[CH:5]=1.[CH2:24](Br)[C:25]#[CH:26].O>CN(C)C=O>[CH2:26]([N:8]1[C:7]2[CH:12]=[C:13]([N:14]3[N+:18]([O-:19])=[C:17]4[CH2:20][CH2:21][CH2:22][CH2:23][C:16]4=[N:15]3)[C:4]([F:3])=[CH:5][C:6]=2[S:10][C:9]1=[O:11])[C:25]#[CH:24] |f:0.1|. Run in CN(C=O)C (N, N-dimethylformamide). Procedure details: To a dispersion of sodium hydride (60% oil; 31 mg) in dry N, N-dimethylformamide (3 ml) was added 2-[6-fluoro-2(3H)-benzothiazolon-5-yl]-4, 5, 6, 7-tetrahydro-2H-benzotriazole-1-oxide (220 mg) at 0° C., and the resultant mixture was stirred at the same temperature for 30 minutes, followed by addition of propargyl bromide (94 mg). The mixture was allowed to react at 50° to 60° C. for 3 hours. Water was added to the reaction mixture, which was then extracted with ethyl acetate. The extract was was... The product is C(C#C)N1C(SC2=C1C=C(C(=C2)F)N2N=C1C(=[N+]2[O-])CCCC1)=O (2-[3(2-propynyl)-6-fluoro-2(3H)-benzothiazolon-5-yl]-4, 5, 6,7-tetrahydro-2H-benzotriazole-1-oxide). The reactants are C(C#C)Br (propargyl bromide), O (Water), [H-].[Na+] (sodium hydride), FC1=CC2=C(NC(S2)=O)C=C1N1N=C2C(=[N+]1[O-])CCCC2 (2-[6-fluoro-2(3H)-benzothiazolon-5-yl]-4, 5, 6, 7-tetrahydro-2H-benzotriazole-1-oxide), resultant mixture. The product is Cl, CCOC(=N)c1ccc(C(F)(F)F)cc1. As a reaction SMILES: [CH3:13][CH2:14][OH:15].[CH:17]([Cl:18])([Cl:19])[Cl:20].[ClH:16].[F:1][C:2]([c:3]1[cH:4][cH:5][c:6]([C:7]#[N:8])[cH:9][cH:10]1)([F:11])[F:12]>>[ClH:16].[F:1][C:2]([c:3]1[cH:4][cH:5][c:6]([C:7](=[NH:8])[O:15][CH2:14][CH3:13])[cH:9][cH:10]1)([F:11])[F:12]. The reactants are CCO, ClC(Cl)Cl, Cl, N#Cc1ccc(C(F)(F)F)cc1.